This data is from the Open Reaction Database (ORD), a public repository of structured organic reaction records. The task is: describe an organic reaction: reactants, conditions, products, and yield Starting materials: O=C([O-])[O-], CCN(CC)CCCl, CC(C)=O, [K+], [K+], Cc1cc(C)cc(C(=O)c2c(-c3ccc(O)cc3)oc3ccccc23)c1. The product is CCN(CC)CCOc1ccc(-c2oc3ccccc3c2C(=O)c2cc(C)cc(C)c2)cc1. RXN SMILES: [C:27](=[O:28])([O-:29])[O-:30].[CH2:33]([CH3:34])[N:35]([CH2:36][CH2:37][Cl:38])[CH2:39][CH3:40].[CH3:41][C:42](=[O:43])[CH3:44].[K+:31].[K+:32].[OH:1][c:2]1[cH:3][cH:4][c:5](-[c:8]2[o:9][c:10]3[c:11]([c:12]2[C:13]([c:14]2[cH:15][c:16]([CH3:21])[cH:17][c:18]([CH3:20])[cH:19]2)=[O:22])[cH:23][cH:24][cH:25][cH:26]3)[cH:6][cH:7]1>>[O:1]([c:2]1[cH:3][cH:4][c:5](-[c:8]2[o:9][c:10]3[c:11]([c:12]2[C:13]([c:14]2[cH:15][c:16]([CH3:21])[cH:17][c:18]([CH3:20])[cH:19]2)=[O:22])[cH:23][cH:24][cH:25][cH:26]3)[cH:6][cH:7]1)[CH2:37][CH2:36][N:35]([CH2:33][CH3:34])[CH2:39][CH3:40]. Reactants: Cc1cc2nccc(Oc3ccc4c(C(=O)O)c(C)sc4c3)c2s1, O=S(Cl)Cl. Product: Cc1cc2nccc(Oc3ccc4c(C(=O)Cl)c(C)sc4c3)c2s1. Reaction SMILES: [CH3:1][c:2]1[c:3]([C:22](=[O:23])[OH:24])[c:4]2[c:5]([s:6]1)[cH:7][c:8]([O:11][c:12]1[c:13]3[c:14]([n:15][cH:16][cH:17]1)[cH:18][c:19]([CH3:21])[s:20]3)[cH:9][cH:10]2.[S:25]([Cl:26])([Cl:27])=[O:28]>>[CH3:1][c:2]1[c:3]([C:22](=[O:24])[Cl:27])[c:4]2[c:5]([s:6]1)[cH:7][c:8]([O:11][c:12]1[c:13]3[c:14]([n:15][cH:16][cH:17]1)[cH:18][c:19]([CH3:21])[s:20]3)[cH:9][cH:10]2.